describe an organic reaction: reactants, conditions, products, and yield From a dataset of the Open Reaction Database (ORD), a public repository of structured organic reaction records. Run at temperature -75 celsius, time 1 hour. Starting materials: COC1=CC=C(C=C1)C(C)N1CCC(CC1)(O)CC(C1=CC=CC=C1)=O (N-(1-(4-methoxyphenyl)ethyl)-4-benzoylmethyl-4-piperidinol), ClCCl (dichloromethane), CCN(CC)S(F)(F)F (DAST), ClCCl (dichloromethane), COC1=CC=C(C=C1)C(C)N1CCC(CC1)(O)CC(C1=CC=CC=C1)=O (N-(1-(4-methoxyphenyl)ethyl)-4-benzoylmethyl-4-piperidinol), C(=O)=O.CC(=O)C (dry ice acetone). Procedure details: N-(1-(4-methoxyphenyl)ethyl)-4-benzoylmethyl-4-piperidinol (III-19) is firstly prepared according to the method of synthesis and post-treatment in Example 19. 1.41 g (4.0 mmol) of N-(1-(4-methoxyphenyl)ethyl)-4-benzoylmethyl-4-piperidinol is taken and dissolved into 20 ml of anhydrous dichloromethane and cooled with dry ice-acetone with temperature controlled at below <−70° C. The reaction solution is added dropwise a dichloromethane solution (8 mol, 25 ml) of DAST under protection of nitrogen g... Yields the product Cl.COC1=CC=C(C=C1)C(C)N1CCC(CC1)(F)CC(C1=CC=CC=C1)=O (N-(1-(p-methoxyphenyl)ethyl)-4-benzoylmethyl-4-fluoropiperidine hydrochloride). The yield is 34.8%. As a reaction SMILES: [CH3:1][O:2][C:3]1[CH:8]=[CH:7][C:6]([CH:9]([N:11]2[CH2:16][CH2:15][C:14]([CH2:18][C:19](=[O:26])[C:20]3[CH:25]=[CH:24][CH:23]=[CH:22][CH:21]=3)(O)[CH2:13][CH2:12]2)[CH3:10])=[CH:5][CH:4]=1.C(=O)=O.CC(C)=O.CCN(S(F)(F)[F:40])CC.[Cl:43]CCl>>[ClH:43].[CH3:1][O:2][C:3]1[CH:8]=[CH:7][C:6]([CH:9]([N:11]2[CH2:16][CH2:15][C:14]([CH2:18][C:19](=[O:26])[C:20]3[CH:25]=[CH:24][CH:23]=[CH:22][CH:21]=3)([F:40])[CH2:13][CH2:12]2)[CH3:10])=[CH:5][CH:4]=1 |f:1.2,5.6|. The reactants are CCN=C=NCCCN(C)C.Cl (EDC hydrochloride), C1COC(C2=CC(=CC=C2)N)O1 (3-aminobenzaldehyde ethylene acetal), CC=1C=NC=C(C(=O)O)C1 (5-methylnicotinic acid), C=1C=CC2=C(C1)N=NN2O (HOBt), CCN(C(C)C)C(C)C (DIPEA). The reagents and catalysts are CN(C)C=1C=CN=CC1 (DMAP). Run in C(Cl)Cl (DCM), C(Cl)Cl (DCM), C(Cl)Cl (DCM). Reaction conditions: time 18 hour. Yields the product O1C(OCC1)C=1C=C(C=CC1)NC(C1=CN=CC(=C1)C)=O (N-(3-[1,3]Dioxolan-2-yl-phenyl)-5-methyl-nicotinamide). Isolated yield 98.6%. As a reaction SMILES: CCN=C=NCCCN(C)C.Cl.[CH2:13]1[O:24][CH:16]([C:17]2[CH:22]=[CH:21][CH:20]=[C:19]([NH2:23])[CH:18]=2)[O:15][CH2:14]1.[CH3:25][C:26]1[CH:27]=[N:28][CH:29]=[C:30]([CH:34]=1)[C:31](O)=[O:32].C1C=CC2N(O)N=NC=2C=1.CCN(C(C)C)C(C)C>C(Cl)Cl.CN(C1C=CN=CC=1)C>[O:24]1[CH2:13][CH2:14][O:15][CH:16]1[C:17]1[CH:18]=[C:19]([NH:23][C:31](=[O:32])[C:30]2[CH:34]=[C:26]([CH3:25])[CH:27]=[N:28][CH:29]=2)[CH:20]=[CH:21][CH:22]=1 |f:0.1|. Procedure details: A solution of EDC hydrochloride (6.3 g, 32.81 mmol) in DCM (20 mL) is added over 5 min. to a solution of 3-aminobenzaldehyde ethylene acetal (3,614 g, 21.9 mmol), 5-methylnicotinic acid (3 g, 21.9 mmol), HOBt (6.7 g, 43.75 mmol), DMAP (534.5 mg, 4.38 mmol) and DIPEA (11.2 mL, 65.63 mmol) in DCM (30 mL) at RT under argon. The mixture is stirred at RT for 18 h. The mixture is diluted with DCM (50 mL) and washed twice with aq. sat. NaHCO3 (50 mL). The organic phase is separated and the aq. phase ex... Reactants: CC(C)COc1ccc(Br)cc1[N+](=O)[O-], N#Cc1ccc(Br)s1, C1COCCO1, CC(=O)[O-], Cc1ccccc1, CCOC(C)=O, [K+], [Na+], [Na+], O=C([O-])[O-], O, c1ccc(P(c2ccccc2)(c2ccccc2)[Pd](P(c2ccccc2)(c2ccccc2)c2ccccc2)(P(c2ccccc2)(c2ccccc2)c2ccccc2)P(c2ccccc2)(c2ccccc2)c2ccccc2)cc1. Product: CC(C)COc1ccc(-c2ccc(C#N)s2)cc1[N+](=O)[O-]. RXN SMILES: [Br:1][c:2]1[cH:3][c:4]([N+:13](=[O:14])[O-:15])[c:5]([O:8][CH2:9][CH:10]([CH3:11])[CH3:12])[cH:6][cH:7]1.[Br:21][c:22]1[cH:23][cH:24][c:25]([C:27]#[N:28])[s:26]1.[CH2:126]1[O:127][CH2:128][CH2:129][O:130][CH2:131]1.[CH3:17][C:18](=[O:19])[O-:20].[CH3:35][c:36]1[cH:37][cH:38][cH:39][cH:40][cH:41]1.[CH3:43][CH2:44][O:45][C:46](=[O:47])[CH3:48].[K+:16].[Na+:29].[Na+:30].[O-:31][C:32](=[O:33])[O-:34].[OH2:42].[cH:49]1[cH:50][cH:51][c:52]([P:53]([Pd:54]([P:55]([c:56]2[cH:57][cH:58][cH:59][cH:60][cH:61]2)([c:62]2[cH:63][cH:64][cH:65][cH:66][cH:67]2)[c:68]2[cH:69][cH:70][cH:71][cH:72][cH:73]2)([P:74]([c:75]2[cH:76][cH:77][cH:78][cH:79][cH:80]2)([c:81]2[cH:82][cH:83][cH:84][cH:85][cH:86]2)[c:87]2[cH:88][cH:89][cH:90][cH:91][cH:92]2)[P:93]([c:94]2[cH:95][cH:96][cH:97][cH:98][cH:99]2)([c:100]2[cH:101][cH:102][cH:103][cH:104][cH:105]2)[c:106]2[cH:107][cH:108][cH:109][cH:110][cH:111]2)([c:112]2[cH:113][cH:114][cH:115][cH:116][cH:117]2)[c:118]2[cH:119][cH:120][cH:121][cH:122][cH:123]2)[cH:124][cH:125]1>>[c:2]1(-[c:22]2[cH:23][cH:24][c:25]([C:27]#[N:28])[s:26]2)[cH:3][c:4]([N+:13](=[O:14])[O-:15])[c:5]([O:8][CH2:9][CH:10]([CH3:11])[CH3:12])[cH:6][cH:7]1. Starting materials: [Cl-].[NH4+] (ammonium chloride), C[Mg] (methylmagnesium), Cl[C@@H](CCCCB(O)OC12C(CCC(C1(C)C)C2)(C)O)Br (pinanediol (R)-1-chloro-5-bromopentylboronate). The solvent is Petroleum ether, C1CCOC1 (THF). Run at temperature -78 celsius. Product: C12(C(CCC(C1(C)C)C2)(C)O)O.BrCCCC[C@@H](C)B([O-])[O-] (pinanediol (R)-5-bromo-1-methylpentylboronate). RXN SMILES: Cl[C@H:2]([Br:21])[CH2:3][CH2:4][CH2:5][CH2:6][B:7]([O:9][C:10]12[CH2:18][CH:14]([C:15]1([CH3:17])[CH3:16])[CH2:13][CH2:12][C:11]2([OH:20])[CH3:19])[OH:8].[CH3:22][Mg].[Cl-].[NH4+]>C1COCC1>[C:10]12([OH:9])[CH2:18][CH:14]([C:15]1([CH3:17])[CH3:16])[CH2:13][CH2:12][C:11]2([OH:20])[CH3:19].[Br:21][CH2:2][CH2:3][CH2:4][CH2:5][C@H:6]([B:7]([O-:8])[O-:9])[CH3:22] |f:2.3,5.6|. Procedure: In a 500 ml round bottomed flask, 300 ml of anhydrous THF and the crude pinanediol (R)-1-chloro-5-bromopentylboronate from the previous reaction (assuming 89 g; 0.247 moles) were mixed and cooled to -78° C. with stirring under argon. To the solution was added methylmagnesium bromnide (3.26N, 79.6 ml). The solution was warmed to room temperature overnight. Petroleum ether (500 ml) and saturated ammonium chloride (250 ml) were added, forming an emulsion. The aqueous phases were separated. The orga... Reactants: COC(COC1=C2C(=C(C(=NC2=C(C=C1)F)CC)CC1=C(C=C(C=C1)F)F)OC(F)F)=O ([3-(2,4-difluorobenzyl)-4-difluoromethoxy-2-ethyl-8-fluoroquinolin-5-yloxy]acetic acid methyl ester), CO (methanol), O (water), [OH-].[Li+] (lithium hydroxide). The solvent is C(C)(=O)O (acetic acid). The product is FC1=C(CC=2C(=NC3=C(C=CC(=C3C2OC(F)F)OCC(=O)O)F)CC)C=CC(=C1)F ([3-(2,4-difluorobenzyl)-4-difluoromethoxy-2-ethyl-8-fluoroquinolin-5-yloxy]acetic Acid). RXN SMILES: C[O:2][C:3](=[O:32])[CH2:4][O:5][C:6]1[CH:15]=[CH:14][C:13]([F:16])=[C:12]2[C:7]=1[C:8]([O:28][CH:29]([F:31])[F:30])=[C:9]([CH2:19][C:20]1[CH:25]=[CH:24][C:23]([F:26])=[CH:22][C:21]=1[F:27])[C:10]([CH2:17][CH3:18])=[N:11]2.CO.O.[OH-].[Li+]>C(O)(=O)C>[F:27][C:21]1[CH:22]=[C:23]([F:26])[CH:24]=[CH:25][C:20]=1[CH2:19][C:9]1[C:10]([CH2:17][CH3:18])=[N:11][C:12]2[C:7]([C:8]=1[O:28][CH:29]([F:30])[F:31])=[C:6]([O:5][CH2:4][C:3]([OH:32])=[O:2])[CH:15]=[CH:14][C:13]=2[F:16] |f:3.4|. Procedure details: A solution of [3-(2,4-difluorobenzyl)-4-difluoromethoxy-2-ethyl-8-fluoroquinolin-5-yloxy]acetic acid methyl ester (0.54 g), methanol (20 mL), water (1.0 mL) and 5.0 M aqueous lithium hydroxide solution (0.5 mL) was stirred at room temperature for 2 hours. The pH of the solution was adjusted to 5 by the addition of glacial acetic acid and the solvent removed under reduced pressure. The residue was diluted with water and the solid collected by filtration, washed with water and dried to afford titl... Starting materials: BrC1=CC=C(C=C1)[C@H](C)N1C(O[C@@](CC1)(CCCO)C1=CC=C(C=C1)F)=O ((R)-3-((S)-1-(4-bromophenyl)ethyl)-6-(4-fluorophenyl)-6-(3-hydroxypropyl)-1,3-oxazinan-2-one), ClC=1N=NC=CC1 (3-chloropyridazine). Product: FC1=CC=C(C=C1)[C@]1(CCN(C(O1)=O)[C@@H](C)C1=CC=C(C=C1)C=1N=NC=CC1)CCCO ((R)-6-(4-fluorophenyl)-6-(3-hydroxypropyl)-3-((S)-1-(4-(pyridazin-3-yl)phenyl)ethyl)-1,3-oxazinan-2-one). Reaction SMILES: Br[C:2]1[CH:7]=[CH:6][C:5]([C@@H:8]([N:10]2[CH2:15][CH2:14][C@@:13]([C:20]3[CH:25]=[CH:24][C:23]([F:26])=[CH:22][CH:21]=3)([CH2:16][CH2:17][CH2:18][OH:19])[O:12][C:11]2=[O:27])[CH3:9])=[CH:4][CH:3]=1.Cl[C:29]1[N:30]=[N:31][CH:32]=[CH:33][CH:34]=1>>[F:26][C:23]1[CH:24]=[CH:25][C:20]([C@:13]2([CH2:16][CH2:17][CH2:18][OH:19])[O:12][C:11](=[O:27])[N:10]([C@H:8]([C:5]3[CH:6]=[CH:7][C:2]([C:29]4[N:30]=[N:31][CH:32]=[CH:33][CH:34]=4)=[CH:3][CH:4]=3)[CH3:9])[CH2:15][CH2:14]2)=[CH:21][CH:22]=1. Reported procedure: The title compound was prepared from (R)-3-((S)-1-(4-bromophenyl)ethyl)-6-(4-fluorophenyl)-6-(3-hydroxypropyl)-1,3-oxazinan-2-one following procedures analogous to those described in Example 313 Steps 3 and 4 using 3-chloropyridazine in Step 4. LC-MS Method 2 tR=1.067, m/z=436.1; 1H NMR (CDCl3) 0.82 (m, 3H), 1.52 (d, 3H), 1.65 (m, 1H), 1.80-1.98 (m, 2H), 2.11-2.28 (m, 3H), 2.91 (m, 1H), 3.51 (t, 3H), 5.68 (m, 1H), 6.94-7.04 (m, 4H), 7.18 (m, 2H), 7.47 (m, 1H), 7.71 (d, 1H), 7.78 (d, 2H), 9.08 (d... Starting materials: C(Cl)Cl.CO (CH2Cl2 CH3OH), C(C)(=O)N1CCN(CC1)CC1=CC(=C2C(=NC=NN21)N)C2=CC(=C(C=C2)NC(OC(C)(C)C)=O)F (t-butyl (4-{7-[(4-acetylpiperazin-1-yl)methyl]-4-aminopyrrolo[2,1-f][1,2,4]triazin-5-yl}-2-fluorophenyl)carbamate), C(=O)(C(F)(F)F)O (TFA). Run in C(Cl)Cl (CH2Cl2). Reaction conditions: time 3 hour. Yields the product C(C)(=O)N1CCN(CC1)CC1=CC(=C2C(=NC=NN21)N)C2=CC(=C(C=C2)N)F (7-[(4-acetylpiperazin-1-yl)methyl]-5-(4-amino-3-fluorophenyl)pyrrolo[2,1-f][1,2,4]triazin-4-amine). Yield: 31.1%. As a reaction SMILES: [C:1]([N:4]1[CH2:9][CH2:8][N:7]([CH2:10][C:11]2[N:19]3[C:14]([C:15]([NH2:20])=[N:16][CH:17]=[N:18]3)=[C:13]([C:21]3[CH:26]=[CH:25][C:24]([NH:27]C(=O)OC(C)(C)C)=[C:23]([F:35])[CH:22]=3)[CH:12]=2)[CH2:6][CH2:5]1)(=[O:3])[CH3:2].C(O)(C(F)(F)F)=O.C(Cl)Cl.CO>C(Cl)Cl>[C:1]([N:4]1[CH2:9][CH2:8][N:7]([CH2:10][C:11]2[N:19]3[C:14]([C:15]([NH2:20])=[N:16][CH:17]=[N:18]3)=[C:13]([C:21]3[CH:26]=[CH:25][C:24]([NH2:27])=[C:23]([F:35])[CH:22]=3)[CH:12]=2)[CH2:6][CH2:5]1)(=[O:3])[CH3:2] |f:2.3|. Procedure details: To a solution of t-butyl (4-{7-[(4-acetylpiperazin-1-yl)methyl]-4-aminopyrrolo[2,1-f][1,2,4]triazin-5-yl}-2-fluorophenyl)carbamate (320 mg, 0.62 mmol) in CH2Cl2 (8 ml) was added TFA (3 ml) and was stirred at rt for 3 h. The reaction mixture was partially evaporated and was added 10 ml ethyl acetate and washed with saturated aq. NaHCO3. The organic was dried over Na2SO4, concentrated and purified via column chromatography (95:5, v/v, CH2Cl2-CH3OH) to afford 74 mg of the title compound (yield 30%)... Reactants: C(C1=CC=CC=C1)OC=1C(=NC=C(C1)CO[Si](C)(C)C(C)(C)C)C1=C(C=CC(=C1)OC)F (3-(benzyloxy)-5-(((tert-butyldimethylsilyl)oxy)methyl)-2-(2-fluoro-5-methoxyphenyl)pyridine). Reagents/catalysts: [Pd] (palladium-activated carbon). The solvent is C(C)(=O)OCC (ethyl acetate). Reaction conditions: time 30 minute. Product: [Si](C)(C)(C(C)(C)C)OCC=1C=C(C(=NC1)C1=C(C=CC(=C1)OC)F)O (5-(((tert-butyldimethylsilyl)oxy)methyl)-2-(2-fluoro-5-methoxyphenyl)pyridin-3-ol). Isolated yield 103.5%. Reaction SMILES: C([O:8][C:9]1[C:10]([C:24]2[CH:29]=[C:28]([O:30][CH3:31])[CH:27]=[CH:26][C:25]=2[F:32])=[N:11][CH:12]=[C:13]([CH2:15][O:16][Si:17]([C:20]([CH3:23])([CH3:22])[CH3:21])([CH3:19])[CH3:18])[CH:14]=1)C1C=CC=CC=1>[Pd].C(OCC)(=O)C>[Si:17]([O:16][CH2:15][C:13]1[CH:14]=[C:9]([OH:8])[C:10]([C:24]2[CH:29]=[C:28]([O:30][CH3:31])[CH:27]=[CH:26][C:25]=2[F:32])=[N:11][CH:12]=1)([C:20]([CH3:23])([CH3:22])[CH3:21])([CH3:19])[CH3:18]. Reported procedure: Under a hydrogen atmosphere, a mixture of 3-(benzyloxy)-5-(((tert-butyldimethylsilyl)oxy)methyl)-2-(2-fluoro-5-methoxyphenyl)pyridine (2.81 g), 10% palladium-activated carbon (280 mg) and ethyl acetate (30 mL) was stirred at room temperature for 30 min. The catalyst was filtered off, and the solvent in the filtrate was evaporated under reduced pressure to give the title compound (2.33 g) as a pale-yellow solid. Reactants: ClC=1C=C(C=CC1Cl)CN1N=NC(=C1C)C(=O)NC=1C=C(C(=O)OCC)C=CC1 (ethyl 3-[({1-[(3,4-dichlorophenyl)methyl]-5-methyl-1H-1,2,3-triazol-4-yl}carbonyl)amino]benzoate), [OH-].[Na+] (NaOH). Solvent: C(C)O (ethanol). The product is ClC=1C=C(C=CC1Cl)CN1N=NC(=C1C)C(=O)NC=1C=C(C(=O)O)C=CC1 (3-[({1-[(3,4-Dichlorophenyl)methyl]-5-methyl-1H-1,2,3-triazol-4-yl}carbonyl)amino]benzoic acid), solid. Yield: 96.0%. RXN SMILES: [Cl:1][C:2]1[CH:3]=[C:4]([CH2:9][N:10]2[C:14]([CH3:15])=[C:13]([C:16]([NH:18][C:19]3[CH:20]=[C:21]([CH:27]=[CH:28][CH:29]=3)[C:22]([O:24]CC)=[O:23])=[O:17])[N:12]=[N:11]2)[CH:5]=[CH:6][C:7]=1[Cl:8].[OH-].[Na+]>C(O)C>[Cl:1][C:2]1[CH:3]=[C:4]([CH2:9][N:10]2[C:14]([CH3:15])=[C:13]([C:16]([NH:18][C:19]3[CH:20]=[C:21]([CH:27]=[CH:28][CH:29]=3)[C:22]([OH:24])=[O:23])=[O:17])[N:12]=[N:11]2)[CH:5]=[CH:6][C:7]=1[Cl:8] |f:1.2|. Procedure: A mixture of ethyl 3-[({1-[(3,4-dichlorophenyl)methyl]-5-methyl-1H-1,2,3-triazol-4-yl}carbonyl)amino]benzoate (Example 20) (0.06 g, 0.138 mmol) and a 1N NaOH solution (2 mL, 2 mmol) in ethanol (5 mL) was stirred at 40° C. for 4 hours. The solvent was evaporated and the residue was acidified with a 1N HCl solution. The precipitate formed was filtered and dried. The title compound was obtained as a white solid (53 mg, 96%). HRMS calculated for C18H14Cl2N4O5 (M+H)+: 405.0521. found: 405.0520, Rt: 2... Starting materials: C(C)OC(\C=C\C(C)(C)C1=CC(=C(C=C1)Cl)OC)=O (ethyl-E-4-(4-chloro-3-methoxyphenyl)-4-methylpent-2-enoate). The reagents and catalysts are [Pd] (palladium on carbon). The solvent is C(C)(=O)OCC (ethyl acetate). Conditions: time 8 hour. Yields the product C(C)OC(CCC(C)(C)C1=CC(=C(C=C1)Cl)OC)=O (Ethyl-4-(4-Chloro-3-methoxyphenyl)-4-methylpentanoate). Reaction SMILES: [CH2:1]([O:3][C:4](=[O:19])/[CH:5]=[CH:6]/[C:7]([C:10]1[CH:15]=[CH:14][C:13]([Cl:16])=[C:12]([O:17][CH3:18])[CH:11]=1)([CH3:9])[CH3:8])[CH3:2]>C(OCC)(=O)C.[Pd]>[CH2:1]([O:3][C:4](=[O:19])[CH2:5][CH2:6][C:7]([C:10]1[CH:15]=[CH:14][C:13]([Cl:16])=[C:12]([O:17][CH3:18])[CH:11]=1)([CH3:8])[CH3:9])[CH3:2]. Procedure details: 24.1 g (85.23 mmol) of ethyl-E-4-(4-chloro-3-methoxyphenyl)-4-methylpent-2-enoate is mixed in 228 ml of ethyl acetate with 2.41 g of palladium on carbon (10%) and stirred overnight at room temperature under hydrogen atmosphere. The catalyst is removed by filtration through a glass fiber filter, and the residue that remians after the concentration by evaporation (24.1 g =99.1%) is incorporated in crude form into the next stage.